Dataset: the Open Reaction Database (ORD), a public repository of structured organic reaction records. Task: describe an organic reaction: reactants, conditions, products, and yield Reactants: N (ammonia), BrC=1C=CC(=NC1)NCCCN (3-(5-bromopyrid-2-ylamino)propylamine), COC1=NS(N=C1OC)=O (3,4-dimethoxy-1,2,5-thiadiazole-1-oxide). Run in CO (Methanol), CO (methanol). Run at time 18 hour. The product is BrC=1C=CC(=NC1)NCCCNC1=NS(N=C1N)=O (3-[3-(5-bromopyrid-2-ylamino)propylamino]-4-amino-1,2,5-thiadiazole-1-oxide). RXN SMILES: [Br:1][C:2]1[CH:3]=[CH:4][C:5]([NH:8][CH2:9][CH2:10][CH2:11][NH2:12])=[N:6][CH:7]=1.CO[C:15]1[C:19](OC)=[N:18][S:17](=[O:22])[N:16]=1.[NH3:23]>CO>[Br:1][C:2]1[CH:3]=[CH:4][C:5]([NH:8][CH2:9][CH2:10][CH2:11][NH:12][C:15]2[C:19]([NH2:23])=[N:18][S:17](=[O:22])[N:16]=2)=[N:6][CH:7]=1. Procedure details: A solution of 3-(5-bromopyrid-2-ylamino)propylamine (1 g) and 3,4-dimethoxy-1,2,5-thiadiazole-1-oxide (0.71 g) was stirred in methanol for 3 hours. Methanol saturated with ammonia (10 ml) was added and the solution was stirred for 18 hours, concentrated in vacuo and the residue was chromatographed on silica eluted with 10% v:v methanol in chloroform followed by recrystallisation from methanol to give 3-[3-(5-bromopyrid-2-ylamino)propylamino]-4-amino-1,2,5-thiadiazole-1-oxide (0.63 g), m.p. 215°-... Starting materials: O=C1CCC(=O)N1Br, COC(=O)c1cccc(-c2nc3c(C)cccc3o2)c1, ClC(Cl)(Cl)Cl, CC(C)(C#N)N=NC(C)(C)C#N. Product: COC(=O)c1cccc(-c2nc3c(CBr)cccc3o2)c1. RXN SMILES: [Br:21][N:22]1[C:23](=[O:24])[CH2:25][CH2:26][C:27]1=[O:28].[CH3:1][O:2][C:3]([c:4]1[cH:5][c:6](-[c:10]2[o:11][c:12]3[c:13]([n:14]2)[c:15]([CH3:19])[cH:16][cH:17][cH:18]3)[cH:7][cH:8][cH:9]1)=[O:20].[Cl:41][C:42]([Cl:43])([Cl:44])[Cl:45].[N:29]#[C:30][C:31]([N:32]=[N:33][C:34]([C:35]#[N:36])([CH3:37])[CH3:38])([CH3:39])[CH3:40]>>[CH3:1][O:2][C:3]([c:4]1[cH:5][c:6](-[c:10]2[o:11][c:12]3[c:13]([n:14]2)[c:15]([CH2:19][Br:21])[cH:16][cH:17][cH:18]3)[cH:7][cH:8][cH:9]1)=[O:20]. Starting materials: CN(C)C=O, NCC1CCCCC1, O=C(O)c1cc([N+](=O)[O-])ccc1NC1CCC(O)CC1, On1nnc2ccccc21. The product is O=C(NCC1CCCCC1)c1cc([N+](=O)[O-])ccc1NC1CCC(O)CC1. As a reaction SMILES: [CH3:39][N:40]([CH3:41])[CH:42]=[O:43].[CH:21]1([CH2:27][NH2:28])[CH2:22][CH2:23][CH2:24][CH2:25][CH2:26]1.[OH:1][CH:2]1[CH2:3][CH2:4][CH:5]([NH:8][c:9]2[c:10]([C:11](=[O:12])[OH:13])[cH:14][c:15]([N+:18](=[O:19])[O-:20])[cH:16][cH:17]2)[CH2:6][CH2:7]1.[OH:29][n:30]1[c:31]2[cH:32][cH:33][cH:34][cH:35][c:36]2[n:37][n:38]1>>[OH:1][CH:2]1[CH2:3][CH2:4][CH:5]([NH:8][c:9]2[c:10]([C:11](=[O:13])[NH:28][CH2:27][CH:21]3[CH2:22][CH2:23][CH2:24][CH2:25][CH2:26]3)[cH:14][c:15]([N+:18](=[O:19])[O-:20])[cH:16][cH:17]2)[CH2:6][CH2:7]1. The reactants are CCC(CC)C(=O)Nc1ccc(N2CCNCC2)c(F)c1, COC(=O)C(Br)c1ccc(C#N)cc1, Cl, Cl, [K+], [K+], O=C([O-])[O-], CN(C)C=O, O. Product: CCC(CC)C(=O)Nc1ccc(N2CCN(C(C(=O)OC)c3ccc(C#N)cc3)CC2)c(F)c1. Reaction SMILES: [CH2:3]([CH3:4])[CH:5]([C:6](=[O:7])[NH:8][c:9]1[cH:10][c:11]([F:21])[c:12]([N:15]2[CH2:16][CH2:17][NH:18][CH2:19][CH2:20]2)[cH:13][cH:14]1)[CH2:22][CH3:23].[CH3:24][O:25][C:26]([CH:27]([c:28]1[cH:29][cH:30][c:31]([C:34]#[N:35])[cH:32][cH:33]1)[Br:36])=[O:37].[ClH:1].[ClH:2].[K+:38].[K+:39].[O-:40][C:41]([O-:42])=[O:43].[O:44]=[CH:45][N:46]([CH3:47])[CH3:48].[OH2:49]>>[CH2:3]([CH3:4])[CH:5]([C:6](=[O:7])[NH:8][c:9]1[cH:10][c:11]([F:21])[c:12]([N:15]2[CH2:16][CH2:17][N:18]([CH:27]([C:26]([O:25][CH3:24])=[O:37])[c:28]3[cH:29][cH:30][c:31]([C:34]#[N:35])[cH:32][cH:33]3)[CH2:19][CH2:20]2)[cH:13][cH:14]1)[CH2:22][CH3:23]. Reactants: CC(=O)OCC1OC(Oc2n[nH]c(C(C)C)c2Cc2ccc(OCCCOCc3ccccc3)cc2)C(OC(C)=O)C(OC(C)=O)C1OC(C)=O, C, CO, C1CCOC1, [Pd]. Yields the product CC(=O)OCC1OC(Oc2n[nH]c(C(C)C)c2Cc2ccc(OCCCO)cc2)C(OC(C)=O)C(OC(C)=O)C1OC(C)=O. Reaction SMILES: [C:1]([CH3:2])(=[O:3])[O:4][CH:5]1[CH:6]([O:24][c:25]2[n:26][nH:27][c:28]([CH:49]([CH3:50])[CH3:51])[c:29]2[CH2:30][c:31]2[cH:32][cH:33][c:34]([O:37][CH2:38][CH2:39][CH2:40][O:41][CH2:42][c:43]3[cH:44][cH:45][cH:46][cH:47][cH:48]3)[cH:35][cH:36]2)[O:7][CH:8]([CH2:19][O:20][C:21]([CH3:22])=[O:23])[CH:9]([O:15][C:16]([CH3:17])=[O:18])[CH:10]1[O:11][C:12]([CH3:13])=[O:14].[C:59].[CH3:52][OH:53].[O:54]1[CH2:55][CH2:56][CH2:57][CH2:58]1.[Pd:60]>>[C:1]([CH3:2])(=[O:3])[O:4][CH:5]1[CH:6]([O:24][c:25]2[n:26][nH:27][c:28]([CH:49]([CH3:50])[CH3:51])[c:29]2[CH2:30][c:31]2[cH:32][cH:33][c:34]([O:37][CH2:38][CH2:39][CH2:40][OH:41])[cH:35][cH:36]2)[O:7][CH:8]([CH2:19][O:20][C:21]([CH3:22])=[O:23])[CH:9]([O:15][C:16]([CH3:17])=[O:18])[CH:10]1[O:11][C:12]([CH3:13])=[O:14]. Starting materials: CC(C)=O, CC(C)c1oc(-c2ccccc2Cl)nc1CI, N#C[Na], O. Yields the product CC(C)c1oc(-c2ccccc2Cl)nc1CC#N. As a reaction SMILES: [CH3:22][C:23](=[O:24])[CH3:25].[Cl:1][c:2]1[c:3](-[c:8]2[o:9][c:10]([CH:15]([CH3:16])[CH3:17])[c:11]([CH2:13][I:14])[n:12]2)[cH:4][cH:5][cH:6][cH:7]1.[Na:18][C:19]#[N:20].[OH2:21]>>[Cl:1][c:2]1[c:3](-[c:8]2[o:9][c:10]([CH:15]([CH3:16])[CH3:17])[c:11]([CH2:13][C:19]#[N:20])[n:12]2)[cH:4][cH:5][cH:6][cH:7]1. The reactants are OC1=C(C=C(C=C1)C(C(=O)O)C1=CC(=C(C=C1)O)C(C)(C)C)C(C)(C)C (bis(4-hydroxy-3-tert.-butyl-phenyl)ethanoic acid), O (water), C1(=CC=C(C=C1)S(=O)(=O)O)C (p-toluene-sulfonic acid). Run in C(CCC)O (n-butanol), C1(=CC=CC=C1)C (toluene). Yields the product C(CCC)OC(C(C1=CC(=C(C=C1)O)C(C)(C)C)C1=CC(=C(C=C1)O)C(C)(C)C)=O (Bis(4'-hydroxy-3'-tert.-butyl-phenyl)ethanoic acid n-butyl ester). Reaction SMILES: [OH:1][C:2]1[CH:7]=[CH:6][C:5]([CH:8]([C:12]2[CH:17]=[CH:16][C:15]([OH:18])=[C:14]([C:19]([CH3:22])([CH3:21])[CH3:20])[CH:13]=2)[C:9]([OH:11])=[O:10])=[CH:4][C:3]=1[C:23]([CH3:26])([CH3:25])[CH3:24].[C:27]1(C)[CH:32]=CC(S(O)(=O)=O)=[CH:29][CH:28]=1.O>C(O)CCC.C1(C)C=CC=CC=1>[CH2:32]([O:10][C:9](=[O:11])[CH:8]([C:12]1[CH:17]=[CH:16][C:15]([OH:18])=[C:14]([C:19]([CH3:20])([CH3:22])[CH3:21])[CH:13]=1)[C:5]1[CH:6]=[CH:7][C:2]([OH:1])=[C:3]([C:23]([CH3:26])([CH3:25])[CH3:24])[CH:4]=1)[CH2:27][CH2:28][CH3:29]. Procedure: 35.6 g of bis(4-hydroxy-3-tert.-butyl-phenyl)ethanoic acid (0.1 mol) were dissolved in a mixture of 222 g of n-butanol and 240 g of toluene. As an esterification catalyst, 1 g of p-toluene-sulfonic acid was added. Azeotropic distillation was continued until 1.8 mol of water had separated at the separator. The butanol-toluene phase was washed with 10% sodium bicarbonate solution and then with water. The solvent mixture was distilled off and the residue was dissolved and precipitated in 300 ml of ...